describe an organic reaction: reactants, conditions, products, and yield From a dataset of the Open Reaction Database (ORD), a public repository of structured organic reaction records. Starting materials: C(C)(C)(C)OC(=O)N(N)C (N-methylhydrazinecarboxylic acid tert-butyl ester), C(C)(=O)OC(C)=O (acetic acid anhydride), N1=CC=CC=C1 (pyridine). Solvent: C(Cl)Cl (methylene chloride), C(Cl)Cl (methylene chloride). Run at time 8 hour. The product is C(C)(C)(C)OC(=O)N(NC(C)=O)C (N'-acetyl-N-methylhydrazinecarboxylic acid tert-butyl ester). The yield is 41.0%. RXN SMILES: [C:1]([O:5][C:6]([N:8]([CH3:10])[NH2:9])=[O:7])([CH3:4])([CH3:3])[CH3:2].[C:11](OC(=O)C)(=[O:13])[CH3:12].N1C=CC=CC=1>C(Cl)Cl>[C:1]([O:5][C:6]([N:8]([CH3:10])[NH:9][C:11](=[O:13])[CH3:12])=[O:7])([CH3:4])([CH3:3])[CH3:2]. Procedure details: To a solution of N-methylhydrazinecarboxylic acid tert-butyl ester (0.62 g, 4.20 mmol) in methylene chloride (10 ml) was added acetic acid anhydride (0.79 ml, 8.40) and pyridine (1.36 ml, 16.80 mmol) and the mixture was stirred overnight. Then methylene chloride (50 ml) was added and the mixture was washed with water (3×10 ml), dried (MgSO4), filtered and concentrated in vacuo to give 0.32 g (41%) of N'-acetyl-N-methylhydrazinecarboxylic acid tert-butyl ester as an oil. Reported procedure: To a solution of N-benzyloxycarbonyl-L-pyroglutamyl-glycyl-L-argininal dibutylacetal hydrochloride (30 mg, 0.048 mmol) in acetonitrile (4.8 ml) was added 1N hydrochloric acid aqueous solution (2.4 ml). The mixture was reacted at 36° C. for an hour with stirring. After completion of the reaction, pH of the reaction mixture was adjusted to 4.8 with 1N sodium hydroxide aqueous solution. The solvent was distilled off under reduced pressure and chloroform was added to the residue. Insoluble matters w... Solvent: C(C)#N (acetonitrile). Yield: 65.8%. Product: Cl.C(C1=CC=CC=C1)OC(=O)N1[C@@H](CCC1=O)C(=O)NCC(=O)N[C@@H](CCCNC(N)=N)C=O (N-benzyloxycarbonyl-L-pyroglutamyl-glycyl-L-argininal hydrochloride). Reaction SMILES: [ClH:1].C([O:6][CH:7](OCCCC)[C@H:8]([CH2:32][CH2:33][CH2:34][NH:35][C:36](=[NH:38])[NH2:37])[NH:9][C:10](=[O:31])[CH2:11][NH:12][C:13](=[O:30])[C@@H:14]1[CH2:18][CH2:17][C:16](=[O:19])[N:15]1[C:20]([O:22][CH2:23][C:24]1[CH:29]=[CH:28][CH:27]=[CH:26][CH:25]=1)=[O:21])CCC.Cl.[OH-].[Na+]>C(#N)C>[ClH:1].[CH2:23]([O:22][C:20]([N:15]1[C:16](=[O:19])[CH2:17][CH2:18][C@H:14]1[C:13]([NH:12][CH2:11][C:10]([NH:9][C@H:8]([CH:7]=[O:6])[CH2:32][CH2:33][CH2:34][NH:35][C:36](=[NH:37])[NH2:38])=[O:31])=[O:30])=[O:21])[C:24]1[CH:25]=[CH:26][CH:27]=[CH:28][CH:29]=1 |f:0.1,3.4,6.7|. The reactants are Cl.C(CCC)OC([C@@H](NC(CNC([C@H]1N(C(CC1)=O)C(=O)OCC1=CC=CC=C1)=O)=O)CCCNC(N)=N)OCCCC (N-benzyloxycarbonyl-L-pyroglutamyl-glycyl-L-argininal dibutylacetal hydrochloride), Cl (hydrochloric acid), [OH-].[Na+] (sodium hydroxide). The reactants are NC1=C(C=C(C=C1)CCC=1N=C2N(C=CC(=C2)C)C1)O (2-[2-(4-amino-3-hydroxyphenyl)ethyl]-7-methylimidazo[1,2-a]pyridine), C(C)N=C=O (ethyl isocyanate). Solvent: O1CCCC1 (tetrahydrofuran), CO (methanol). Conditions: time 2.5 hour. The product is C(C)NC(NC1=C(C=C(C=C1)CCC=1N=C2N(C=CC(=C2)C)C1)O)=O (2-[2-{4-(3-ethylureido)-3-hydroxyphenyl}ethyl]-7-methylimidazo[1,2-a]pyridine). Reaction SMILES: [NH2:1][C:2]1[CH:7]=[CH:6][C:5]([CH2:8][CH2:9][C:10]2[N:11]=[C:12]3[CH:17]=[C:16]([CH3:18])[CH:15]=[CH:14][N:13]3[CH:19]=2)=[CH:4][C:3]=1[OH:20].[CH2:21]([N:23]=[C:24]=[O:25])[CH3:22]>O1CCCC1.CO>[CH2:21]([NH:23][C:24](=[O:25])[NH:1][C:2]1[CH:7]=[CH:6][C:5]([CH2:8][CH2:9][C:10]2[N:11]=[C:12]3[CH:17]=[C:16]([CH3:18])[CH:15]=[CH:14][N:13]3[CH:19]=2)=[CH:4][C:3]=1[OH:20])[CH3:22]. Procedure details: A solution of 2-[2-(4-amino-3-hydroxyphenyl)ethyl]-7-methylimidazo[1,2-a]pyridine (20.0 g) and ethyl isocyanate (7.7 ml) in a mixture of tetrahydrofuran (200 ml) and methanol (200 ml) was stirred for 2.5 hours at ambient temperature. Evaporation of the solvent gave a residue, which was triturated with ethyl acetate to give a precipitate. The precipitate was collected by filtration and dried to give 2-[2-{4-(3-ethylureido)-3-hydroxyphenyl}ethyl]-7-methylimidazo[1,2-a]pyridine (17.86 g). Reactants: CN1C=C(C=C(C1=O)NC1=NC=CN=C1)C1=C(C(=NC=C1)N1N=CC=2C=3CCCCC3SC2C1=O)C=O (4-{1-Methyl-6-oxo-5-[(pyrazin-2-yl)amino]-1,6-dihydropyridin-3-yl}-2-{6-oxo-8-thia-4,5-diazatricyclo[7.4.0.02,7]trideca-1(9),2(7),3-trien-5-yl}pyridine-3-carbaldehyde), [BH4-].[Na+] (NaBH4). Product: OCC=1C(=NC=CC1C1=CN(C(C(=C1)NC1=NC=CN=C1)=O)C)N1N=CC2=C(C1=O)SC1=C2CCCC1 (3-[3-(hydroxymethyl)-4-[1-methyl-6-oxo-5-(pyrazin-2-ylamino)-3-pyridyl]-2-pyridyl]-6,7,8,9-tetrahydrobenzothiopheno[2,3-d]pyridazin-4-one). Yield: 29.2%. Run in CO (methanol). RXN SMILES: [CH3:1][N:2]1[C:7](=[O:8])[C:6]([NH:9][C:10]2[CH:15]=[N:14][CH:13]=[CH:12][N:11]=2)=[CH:5][C:4]([C:16]2[CH:21]=[CH:20][N:19]=[C:18]([N:22]3[C:34](=[O:35])[C:33]4[S:32][C:31]5[CH2:30][CH2:29][CH2:28][CH2:27][C:26]=5[C:25]=4[CH:24]=[N:23]3)[C:17]=2[CH:36]=[O:37])=[CH:3]1.[BH4-].[Na+]>CO>[OH:37][CH2:36][C:17]1[C:18]([N:22]2[C:34](=[O:35])[C:33]3[S:32][C:31]4[CH2:30][CH2:29][CH2:28][CH2:27][C:26]=4[C:25]=3[CH:24]=[N:23]2)=[N:19][CH:20]=[CH:21][C:16]=1[C:4]1[CH:5]=[C:6]([NH:9][C:10]2[CH:15]=[N:14][CH:13]=[CH:12][N:11]=2)[C:7](=[O:8])[N:2]([CH3:1])[CH:3]=1 |f:1.2|. Reported procedure: A mixture of 194b (200 mg, 0.4 mmol) and NaBH4 (48 mg, 1.2 mmol) in methanol (20 mL) was stirred at 30° C. for 2 h. The mixture was quenched with water (5 mL) and concentrated under reduced pressure. The residue was extracted with ethyl acetate (3×10 mL). The combined with ethyl acetate extract was concentrated under reduced pressure and the residue was purified by reverse-phase prep-HPLC to afford 194 (60 mg, 30%) as a white solid. MS-ESI: [M+H]+ 514.2. 1H NMR (500 MHz, CDCl3) δ 8.78 (d, J=2.0 ... Conditions: temperature 30 celsius, time 2 hour. RXN SMILES: [CH3:1][O:2]C(=O)CCBr.[CH3:8][Si:9]([CH3:39])([CH3:38])[CH2:10][CH2:11][O:12][CH2:13][N:14]1[C:18]([C:19]2[CH:37]=[CH:36][C:22]([O:23][C:24]3[CH:25]=[C:26]4[C:30](=[CH:31][CH:32]=3)[N:29]([CH2:33][CH2:34]O)[N:28]=[CH:27]4)=[CH:21][CH:20]=2)=[CH:17][CH:16]=[N:15]1>>[CH3:39][Si:9]([CH3:38])([CH3:8])[CH2:10][CH2:11][O:12][CH2:13][N:14]1[C:18]([C:19]2[CH:20]=[CH:21][C:22]([O:23][C:24]3[CH:25]=[C:26]4[C:30](=[CH:31][CH:32]=3)[N:29]([CH2:33][CH2:34][CH2:1][OH:2])[N:28]=[CH:27]4)=[CH:36][CH:37]=2)=[CH:17][CH:16]=[N:15]1. Product: C[Si](CCOCN1N=CC=C1C1=CC=C(OC=2C=C3C=NN(C3=CC2)CCCO)C=C1)(C)C (3-(5-{4-[2-(2-trimethylsilanyl-ethoxymethyl)-2H-pyrazol-3-yl]-phenoxy}-indazol-1-yl)-propan-1-ol). Starting materials: COC(CCBr)=O (3-bromo-propionic acid methyl ester), C[Si](CCOCN1N=CC=C1C1=CC=C(OC=2C=C3C=NN(C3=CC2)CCO)C=C1)(C)C (2-(5-{4-[2-(2-trimethylsilanyl-ethoxymethyl)-2H-pyrazol-3-yl]-phenoxy}indazol-1-yl)-ethanol). Reported procedure: The titled compound AA is synthesized from intermediate Y-1 and 3-bromo-propionic acid methyl ester according to the procedure described for the synthesis of intermediate Y. Starting materials: ClC1=CC=C2C(=NN(C2=C1)CC)[Sn](CCCC)(CCCC)CCCC (6-chloro-1-ethyl-3-tributylstannyl-1H-indazole), C(#N)C1CN(C1)C([C@@H](C)NC(=O)C1=CN(C2=NC=C(N=C21)Br)COCC[Si](C)(C)C)=O (2-bromo-5-(2-trimethylsilanyl-ethoxymethyl)-5H-pyrrolo[2,3-b]pyrazine-7-carboxylic acid [(R)-2-(3-cyano-azetidin-1-yl)-1-methyl-2-oxo-ethyl]-amide). The reagents and catalysts are C=1C=CC(=CC1)[P](C=2C=CC=CC2)(C=3C=CC=CC3)[Pd]([P](C=4C=CC=CC4)(C=5C=CC=CC5)C=6C=CC=CC6)([P](C=7C=CC=CC7)(C=8C=CC=CC8)C=9C=CC=CC9)[P](C=1C=CC=CC1)(C=1C=CC=CC1)C=1C=CC=CC1 (Pd(PPh3)4), [Cu]I (copper(I) iodide). Run in CN(C)C=O (DMF). Reaction conditions: temperature 80 celsius. Product: C(#N)C1CN(C1)C([C@@H](C)NC(=O)C1=CN(C2=NC=C(N=C21)C2=NN(C1=CC(=CC=C21)Cl)CC)COCC[Si](C)(C)C)=O (2-(6-chloro-1-ethyl-1H-indazol-3-yl)-5-(2-trimethylsilanyl-ethoxymethyl)-5H-pyrrolo[2,3-b]pyrazine-7-carboxylic acid [(R)-2-(3-cyano-azetidin-1-yl)-1-methyl-2-oxo-ethyl]-amide). The yield is 102.8%. Reaction SMILES: [Cl:1][C:2]1[CH:10]=[C:9]2[C:5]([C:6]([Sn](CCCC)(CCCC)CCCC)=[N:7][N:8]2[CH2:11][CH3:12])=[CH:4][CH:3]=1.[C:26]([CH:28]1[CH2:31][N:30]([C:32](=[O:56])[C@H:33]([NH:35][C:36]([C:38]2[C:46]3[C:41](=[N:42][CH:43]=[C:44](Br)[N:45]=3)[N:40]([CH2:48][O:49][CH2:50][CH2:51][Si:52]([CH3:55])([CH3:54])[CH3:53])[CH:39]=2)=[O:37])[CH3:34])[CH2:29]1)#[N:27]>CN(C=O)C.C1C=CC([P]([Pd]([P](C2C=CC=CC=2)(C2C=CC=CC=2)C2C=CC=CC=2)([P](C2C=CC=CC=2)(C2C=CC=CC=2)C2C=CC=CC=2)[P](C2C=CC=CC=2)(C2C=CC=CC=2)C2C=CC=CC=2)(C2C=CC=CC=2)C2C=CC=CC=2)=CC=1.[Cu]I>[C:26]([CH:28]1[CH2:29][N:30]([C:32](=[O:56])[C@H:33]([NH:35][C:36]([C:38]2[C:46]3[C:41](=[N:42][CH:43]=[C:44]([C:6]4[C:5]5[C:9](=[CH:10][C:2]([Cl:1])=[CH:3][CH:4]=5)[N:8]([CH2:11][CH3:12])[N:7]=4)[N:45]=3)[N:40]([CH2:48][O:49][CH2:50][CH2:51][Si:52]([CH3:55])([CH3:54])[CH3:53])[CH:39]=2)=[O:37])[CH3:34])[CH2:31]1)#[N:27] |^1:65,67,86,105|. Reported procedure: To a solution of 6-chloro-1-ethyl-3-tributylstannyl-1H-indazole (125 mg, 0.27 mmol) and 2-bromo-5-(2-trimethylsilanyl-ethoxymethyl)-5H-pyrrolo[2,3-b]pyrazine-7-carboxylic acid [(R)-2-(3-cyano-azetidin-1-yl)-1-methyl-2-oxo-ethyl]-amide (125 mg, 0.25 mmol) in DMF (1.5 mL) were added Pd(PPh3)4 (14 mg, 0.012 mmol) and copper(I) iodide (9 mg, 0.05 mmol). The yellow reaction mixture was purged with argon then heated at 80° C. for 0.5 h then cooled to room temperature, quenched with sat NH4Cl and extra... The reactants are CC1=C(C(=CC(=C1)CC=C(C)C)C)OC (2,6-dimethyl-4-(3-methyl-2-butenyl)anisole), [H][H] (hydrogen). The reagents and catalysts are [Pd] (palladium on carbon). Solvent: C(C)(C)O (isopropanol). Yields the product CC1=C(C(=CC(=C1)CCC(C)C)C)OC (2,6-Dimethyl-4-(3-methylbutyl)anisole). Yield: 68.8%. As a reaction SMILES: [CH3:1][C:2]1[CH:7]=[C:6]([CH2:8][CH:9]=[C:10]([CH3:12])[CH3:11])[CH:5]=[C:4]([CH3:13])[C:3]=1[O:14][CH3:15].[H][H]>C(O)(C)C.[Pd]>[CH3:1][C:2]1[CH:7]=[C:6]([CH2:8][CH2:9][CH:10]([CH3:12])[CH3:11])[CH:5]=[C:4]([CH3:13])[C:3]=1[O:14][CH3:15]. Procedure: A solution of 2,6-dimethyl-4-(3-methyl-2-butenyl)anisole (10 g, 0.05 mol) in isopropanol (20 mL), together with 5% palladium on carbon (0.1 g) was hydrogenated in a Parr apparatus until the theoretical amount of hydrogen had been consumed. The catalyst was removed by filtration and the solvent evaporated to give a clear residue which was fractionated to afford 7.1 g of the desired product, bp 102°-105° C. (2 mm). NMR (CDCl3) δ0.9 (6H, d), 1.1-2.0 (3H, m), 2.2 (6H, s), 2.5 (2H, t), 3.7 (3H, s), 6...